This data is from the Open Reaction Database (ORD), a public repository of structured organic reaction records. The task is: describe an organic reaction: reactants, conditions, products, and yield The reactants are C1(=CC=CC=C1)C1(CCC(CC1)O)C1=CC=CC=C1 (4,4-diphenylcyclohexanol), P(Cl)(Cl)Cl (PCl3). The product is C1(=CC=CC=C1)C1(CCC(CC1)OP(Cl)Cl)C1=CC=CC=C1 (4,4-diphenylcyclohexyloxy dichlorophosphine). Reaction SMILES: [C:1]1([C:7]2([C:14]3[CH:19]=[CH:18][CH:17]=[CH:16][CH:15]=3)[CH2:12][CH2:11][CH:10]([OH:13])[CH2:9][CH2:8]2)[CH:6]=[CH:5][CH:4]=[CH:3][CH:2]=1.[P:20](Cl)([Cl:22])[Cl:21]>>[C:1]1([C:7]2([C:14]3[CH:19]=[CH:18][CH:17]=[CH:16][CH:15]=3)[CH2:8][CH2:9][CH:10]([O:13][P:20]([Cl:22])[Cl:21])[CH2:11][CH2:12]2)[CH:2]=[CH:3][CH:4]=[CH:5][CH:6]=1. Procedure: reacting 4,4-diphenylcyclohexanol with PCl3 to obtain 4,4-diphenylcyclohexyloxy dichlorophosphine having the formula: ##STR16## (b) coupling the 4,4-diphenylcyclohexyloxy-dichlorophosphine formed in step (a) with an amine base to obtain 4,4-diphenylcyclohexyloxydiaminophosphine having the formula: ##STR17## (c) coupling of the 4,4-diphenylcyclohexyloxy-diaminophosphine formed in step (b) with hydroxymethyl-DTPA penta tert-butyl ester to obtain 4,4-diphenylcyclohexyloxy (hydroxymethyl-DTPA -oxy, ... Reactants: [Li]CCCC, Cl, Fc1cc(F)c(F)cc1F, O=C=O, C1CCOC1, O. The product is O=C(O)c1c(F)c(F)cc(F)c1F. As a reaction SMILES: [CH2:1]([Li:2])[CH2:3][CH2:4][CH3:5].[ClH:19].[F:6][c:7]1[cH:8][c:9]([F:15])[c:10]([F:14])[cH:11][c:12]1[F:13].[O:16]=[C:17]=[O:18].[O:20]1[CH2:21][CH2:22][CH2:23][CH2:24]1.[OH2:25]>>[F:6][c:7]1[c:8]([C:17](=[O:16])[OH:18])[c:9]([F:15])[c:10]([F:14])[cH:11][c:12]1[F:13]. Starting materials: CS(=O)(=O)C1=NN2C(N=C(C=C2CC)CC)=N1 (2-methanesulfonyl-5,7-diethyl-[1,2,4]triazolo[1,5-a]pyrimidine), FC1=CC=C(OCCO)C=C1 (2-(4-fluorophenoxy)ethan-1-ol). Product: C(C)C1=NC=2N(C(=C1)CC)N=C(N2)OCCOC2=CC=C(C=C2)F (5,7-diethyl-2-[2-(4-fluorophenoxy)ethoxy]-[1,2,4]triazolo[1,5-a]pyrimidine). The yield is 70.0%. Reaction SMILES: CS([C:5]1[N:17]=[C:8]2[N:9]=[C:10]([CH2:15][CH3:16])[CH:11]=[C:12]([CH2:13][CH3:14])[N:7]2[N:6]=1)(=O)=O.[F:18][C:19]1[CH:28]=[CH:27][C:22]([O:23][CH2:24][CH2:25][OH:26])=[CH:21][CH:20]=1>>[CH2:15]([C:10]1[CH:11]=[C:12]([CH2:13][CH3:14])[N:7]2[N:6]=[C:5]([O:26][CH2:25][CH2:24][O:23][C:22]3[CH:27]=[CH:28][C:19]([F:18])=[CH:20][CH:21]=3)[N:17]=[C:8]2[N:9]=1)[CH3:16]. Reported procedure: The title compound was prepared according to the experimentals described for Example 14 above from 2-methanesulfonyl-5,7-diethyl-[1,2,4]triazolo[1,5-a]pyrimidine and 2-(4-fluorophenoxy)ethan-1-ol in 70% yield. EM (calc.): 330.1; MS (ESI) m/e: 331.3 (M+H)+. The reactants are CCCN, CCCCO, O=S(=O)(Cl)c1ccc(Cl)cc1Cl. The product is CCCNS(=O)(=O)c1ccc(Cl)cc1Cl. Reaction SMILES: [CH2:13]([CH2:14][CH3:15])[NH2:16].[CH2:17]([OH:18])[CH2:19][CH2:20][CH3:21].[Cl:1][c:2]1[c:3]([S:9](=[O:10])(=[O:11])[Cl:12])[cH:4][cH:5][c:6]([Cl:8])[cH:7]1>>[Cl:1][c:2]1[c:3]([S:9](=[O:10])(=[O:11])[NH:16][CH2:13][CH2:14][CH3:15])[cH:4][cH:5][c:6]([Cl:8])[cH:7]1.